This data is from the Open Reaction Database (ORD), a public repository of structured organic reaction records. The task is: describe an organic reaction: reactants, conditions, products, and yield Solvent: C(C)(=O)O.C(C)O (acetic acid ethanol). Reagents/catalysts: [Pt](=O)=O (platinum (IV) oxide), [Pt](=O)=O (platinum (IV) oxide). Reported procedure: To a solution of tert-butyl (6-methylpyridin-3-yl)carbamate (9.00 g) in a mixture of acetic acid-ethanol (1:1, 100 ml) was added platinum (IV) oxide (900 mg), and the mixture was stirred under hydrogen pressure (0.4 MPa) at room temperature for 9 hours. To the mixture was further added platinum (IV) oxide (2.0 g), and the mixture was stirred for 10 hours. The reaction mixture was filtered on celite, and thereto was added toluene. The mixture was concentrated under reduced pressure, and to the re... The product is CC1CCC(CN1)NC(OC(C)(C)C)=O (tert-Butyl (6-methylpiperidin-3-yl)carbamate). The yield is 86.7%. Reactants: CC1=CC=C(C=N1)NC(OC(C)(C)C)=O (tert-butyl (6-methylpyridin-3-yl)carbamate). RXN SMILES: [CH3:1][C:2]1[N:7]=[CH:6][C:5]([NH:8][C:9](=[O:15])[O:10][C:11]([CH3:14])([CH3:13])[CH3:12])=[CH:4][CH:3]=1>C(O)(=O)C.C(O)C.[Pt](=O)=O>[CH3:1][CH:2]1[NH:7][CH2:6][CH:5]([NH:8][C:9](=[O:15])[O:10][C:11]([CH3:14])([CH3:13])[CH3:12])[CH2:4][CH2:3]1 |f:1.2|. Conditions: time 9 hour. Starting materials: CCN(CC)P1(=NC(C)(C)C)N(C)CCCN1C, CS(N)(=O)=O, O=C(Nc1ccc(Cl)c(-c2ccccn2)c1)c1ccc(Cl)nc1. Product: CS(=O)(=O)Nc1ccc(C(=O)Nc2ccc(Cl)c(-c3ccccn3)c2)cn1. Reaction SMILES: [C:29]([N:30]=[P:31]1([N:32]([CH2:33][CH3:34])[CH2:35][CH3:36])[N:37]([CH3:38])[CH2:39][CH2:40][CH2:41][N:42]1[CH3:43])([CH3:44])([CH3:45])[CH3:46].[CH3:24][S:25](=[O:26])(=[O:27])[NH2:28].[Cl:1][c:2]1[n:3][cH:4][c:5]([C:6](=[O:7])[NH:8][c:9]2[cH:10][c:11](-[c:16]3[n:17][cH:18][cH:19][cH:20][cH:21]3)[c:12]([Cl:15])[cH:13][cH:14]2)[cH:22][cH:23]1>>[c:2]1([NH:28][S:25]([CH3:24])(=[O:26])=[O:27])[n:3][cH:4][c:5]([C:6](=[O:7])[NH:8][c:9]2[cH:10][c:11](-[c:16]3[n:17][cH:18][cH:19][cH:20][cH:21]3)[c:12]([Cl:15])[cH:13][cH:14]2)[cH:22][cH:23]1. The reactants are C(C1=CC=CC=C1)N1C=CC2=CC(=CC=C12)Br (1-benzyl-5-bromo-1H-indole), C([O-])([O-])=O.[K+].[K+] (potassium carbonate), FC(C=1C=C(C=C(C1)C(F)(F)F)B(O)O)(F)F (3,5-bis-(trifluoromethyl)phenylboronic acid), ClCCl (dichloromethane). Reagents/catalysts: C1=CC=C(C=C1)P([C-]2C=CC=C2)C3=CC=CC=C3.C1=CC=C(C=C1)P([C-]2C=CC=C2)C3=CC=CC=C3.Cl[Pd]Cl.[Fe+2] ([1,1′-bis(diphenylphosphino)ferrocene]dichloropalladium). Run in O1CCOCC1 (dioxane), O (water). Reaction conditions: temperature 85 celsius. Yields the product C(C1=CC=CC=C1)N1C=CC2=CC(=CC=C12)C1=CC(=CC(=C1)C(F)(F)F)C(F)(F)F (1-Benzyl-5-[3,5-bis(trifluoromethyl)phenyl]-1H-indole). The yield is 51.2%. Reaction SMILES: [CH2:1]([N:8]1[C:16]2[C:11](=[CH:12][C:13](Br)=[CH:14][CH:15]=2)[CH:10]=[CH:9]1)[C:2]1[CH:7]=[CH:6][CH:5]=[CH:4][CH:3]=1.[F:18][C:19]([F:34])([F:33])[C:20]1[CH:21]=[C:22](B(O)O)[CH:23]=[C:24]([C:26]([F:29])([F:28])[F:27])[CH:25]=1.ClCCl.C(=O)([O-])[O-].[K+].[K+]>O1CCOCC1.O.C1C=CC(P(C2C=CC=CC=2)[C-]2C=CC=C2)=CC=1.C1C=CC(P(C2C=CC=CC=2)[C-]2C=CC=C2)=CC=1.Cl[Pd]Cl.[Fe+2]>[CH2:1]([N:8]1[C:16]2[C:11](=[CH:12][C:13]([C:22]3[CH:23]=[C:24]([C:26]([F:29])([F:27])[F:28])[CH:25]=[C:20]([C:19]([F:18])([F:34])[F:33])[CH:21]=3)=[CH:14][CH:15]=2)[CH:10]=[CH:9]1)[C:2]1[CH:7]=[CH:6][CH:5]=[CH:4][CH:3]=1 |f:3.4.5,8.9.10.11|. Procedure details: 1-Benzyl-5-[3,5-bis(trifluoromethyl)phenyl]-1H-indole was prepared by coupling 1-benzyl-5-bromo-1H-indole (1.44 g, 5.03 mmol), and 3,5-bis-(trifluoromethyl)phenylboronic acid (1.63 g, 6.32 mmol), using [1,1′-bis(diphenylphosphino)ferrocene]dichloropalladium (II) complex with dichloromethane (1:1) (0.211 g, 0.258 mmol), and potassium carbonate (1.38 g, 9.98 mmol) in dioxane (54 mL) and water (5.4 mL) following the procedure described in Step 1 of Example 11. The reaction mixture was heated to 85°... Starting materials: CSc1sc(C#N)cc1S(=O)(=O)c1cccc(Br)c1, O=C([O-])[O-], C1CCNCC1, Cc1ccccc1, [Cs+], [Cs+], CC(=O)[O-], CC(=O)[O-], [Pd+2], c1ccc(P(c2ccccc2)c2ccc3ccccc3c2-c2c(P(c3ccccc3)c3ccccc3)ccc3ccccc23)cc1. Product: CSc1sc(C#N)cc1S(=O)(=O)c1cccc(N2CCCCC2)c1. RXN SMILES: [Br:1][c:2]1[cH:3][c:4]([S:8](=[O:9])(=[O:10])[c:11]2[cH:12][c:13]([C:18]#[N:19])[s:14][c:15]2[S:16][CH3:17])[cH:5][cH:6][cH:7]1.[C:72](=[O:73])([O-:74])[O-:75].[CH2:20]1[CH2:21][CH2:22][NH:23][CH2:24][CH2:25]1.[CH3:78][c:79]1[cH:80][cH:81][cH:82][cH:83][cH:84]1.[Cs+:76].[Cs+:77].[O-:86][C:87]([CH3:88])=[O:89].[O-:90][C:91]([CH3:92])=[O:93].[Pd+2:85].[cH:26]1[cH:27][cH:28][c:29]([P:30]([c:31]2[cH:32][cH:33][c:34]3[c:35]([cH:36][cH:37][cH:38][cH:39]3)[c:40]2-[c:41]2[c:42]3[c:43]([cH:44][cH:45][cH:46][cH:47]3)[cH:48][cH:49][c:50]2[P:51]([c:52]2[cH:53][cH:54][cH:55][cH:56][cH:57]2)[c:58]2[cH:59][cH:60][cH:61][cH:62][cH:63]2)[c:64]2[cH:65][cH:66][cH:67][cH:68][cH:69]2)[cH:70][cH:71]1>>[c:2]1([N:23]2[CH2:22][CH2:21][CH2:20][CH2:25][CH2:24]2)[cH:3][c:4]([S:8](=[O:9])(=[O:10])[c:11]2[cH:12][c:13]([C:18]#[N:19])[s:14][c:15]2[S:16][CH3:17])[cH:5][cH:6][cH:7]1. The reactants are resultant mixture, Cl[Si](C)(C)Cl (Dichlorodimethylsilane), ( g ), CC=1[CH-]C2=CC=C(C(=C2C1)C1=CC(=CC(=C1)C)C)C.[Li+] (lithium[2,5-dimethyl-4-(3,5-dimethylphenyl)indenide]). The solvent is C1CCOC1 (THF). Yields the product C[Si](C1C(=CC2=C(C(=CC=C12)C)C1=CC(=CC(=C1)C)C)C)(C1C(=CC2=C(C(=CC=C12)C)C1=CC(=CC(=C1)C)C)C)C (Dimethylsilanediylbis[2,5-dimethyl-4-(3,5-dimethylphenyl)indene]). The yield is 99.2%. RXN SMILES: Cl[Si:2](Cl)([CH3:4])[CH3:3].[CH3:6][C:7]1[CH-:8][C:9]2[C:14]([CH:15]=1)=[C:13]([C:16]1[CH:21]=[C:20]([CH3:22])[CH:19]=[C:18]([CH3:23])[CH:17]=1)[C:12]([CH3:24])=[CH:11][CH:10]=2.[Li+]>C1COCC1>[CH3:3][Si:2]([CH3:4])([CH:8]1[C:9]2[C:14](=[C:13]([C:16]3[CH:21]=[C:20]([CH3:22])[CH:19]=[C:18]([CH3:23])[CH:17]=3)[C:12]([CH3:24])=[CH:11][CH:10]=2)[CH:15]=[C:7]1[CH3:6])[CH:8]1[C:9]2[C:14](=[C:13]([C:16]3[CH:17]=[C:18]([CH3:23])[CH:19]=[C:20]([CH3:22])[CH:21]=3)[C:12]([CH3:24])=[CH:11][CH:10]=2)[CH:15]=[C:7]1[CH3:6] |f:1.2|. Reported procedure: Dichlorodimethylsilane (0.40 g, 3.1 mmol) was dissolved in 40 ml of THF. While stirring, lithium[2,5-dimethyl-4-(3,5-dimethylphenyl)indenide] (1.6 g, 6.2 mmol), prepared as described under (g) above, was added as a dry powder and the resultant mixture was stirred overnight at room temperature. Thereafter the solvent was removed in vacuo and the residue was taken up in pentane and filtered to remove LiCl. The pentane was removed in vacuo to yield a flaky white solid (1.7 g, 100%). The reactants are FC(C(=O)OCC1=CC=C(C=C1)O[Si](C)(C)C(C)(C)C)(F)F (4-{(t-Butyldimethylsilyl)oxy}benzyl trifluoroacetate), [Br-].[Li+] (lithium bromide). Run in C1CCOC1 (THF), C(C)#N (acetonitrile). Yields the product [Si](C)(C)(C(C)(C)C)OC1=CC=C(CBr)C=C1 (4-{(t-Butyldimethylsilyl)oxy}benzyl bromide). Yield: 88.0%. Reaction SMILES: FC(F)(F)C(O[CH2:6][C:7]1[CH:12]=[CH:11][C:10]([O:13][Si:14]([C:17]([CH3:20])([CH3:19])[CH3:18])([CH3:16])[CH3:15])=[CH:9][CH:8]=1)=O.[Br-:23].[Li+]>C1COCC1.C(#N)C>[Si:14]([O:13][C:10]1[CH:11]=[CH:12][C:7]([CH2:6][Br:23])=[CH:8][CH:9]=1)([C:17]([CH3:20])([CH3:19])[CH3:18])([CH3:16])[CH3:15] |f:1.2|. Procedure details: The benzyl trifluoroacetate 8 (17.9 g) was dissolved in dry THF, and dry lithium bromide (5.06 g) was added with stirring. The mixture was refluxed overnight, cooled, diluted with acetonitrile, and extracted three times with hexane. The hexane layers were combined, dried, filtered, and concentrated, thereby leaving the product 10 as a white oil in 88% yield. The reactants are S1C=C(C=C1)C(=O)O (Thiophene-3-caboxylic acid), C(C)(C)[N-]C(C)C.[Li+] (lithium diisopropylamide), II (iodine), COS(=O)(=O)OC ((CH3)2SO4), C(=O)([O-])[O-].[K+].[K+] (K2CO3). Product: IC=1C(=CSC1)C(=O)OC (methyl 4-iodothiophene-3-carboxylate). As a reaction SMILES: [S:1]1[CH:5]=[CH:4][C:3]([C:6]([OH:8])=O)=[CH:2]1.C([N-]C(C)C)(C)C.[Li+].[I:17]I.COS([O:24][CH3:25])(=O)=O.C([O-])([O-])=O.[K+].[K+]>>[I:17][C:4]1[C:3]([C:6]([O:24][CH3:25])=[O:8])=[CH:2][S:1][CH:5]=1 |f:1.2,5.6.7|. Procedure: Thiophene-3-caboxylic acid was treated with lithium diisopropylamide and iodine, and the resultant was reacted with (CH3)2SO4 in the presence of K2CO3 to give methyl 4-iodothiophene-3-carboxylate. Starting materials: O (water), O (water), C(C)OC(C(C(=O)OCC)CC1=CC(=C(C=C1)C(C(C(F)(F)F)(O)C1=CC(=NC=C1)Cl)C)Cl)=O (2-{3-chloro-4-[2-(2-chloro-pyridin-4-yl)-3,3,3-trifluoro-2-hydroxy-1-methyl-propyl]-benzyl}-malonic acid diethyl ester), [Na+].[Cl-] (NaCl). The solvent is CS(=O)C (DMSO). Reaction conditions: temperature 140 celsius. Product: C(C)OC(CCC1=CC(=C(C=C1)C(C(C(F)(F)F)(O)C1=CC(=NC=C1)Cl)C)Cl)=O (3-{3-Chloro-4-[2-(2-chloro-pyridin-4-yl)-3,3,3-trifluoro-2-hydroxy-1-methyl-propyl]-phenyl}-propionic acid ethyl ester), oil. As a reaction SMILES: [CH2:1]([O:3][C:4](=[O:34])[CH:5]([CH2:11][C:12]1[CH:17]=[CH:16][C:15]([CH:18]([CH3:32])[C:19]([C:25]2[CH:30]=[CH:29][N:28]=[C:27]([Cl:31])[CH:26]=2)([OH:24])[C:20]([F:23])([F:22])[F:21])=[C:14]([Cl:33])[CH:13]=1)C(OCC)=O)[CH3:2].[Na+].[Cl-].O>CS(C)=O>[CH2:1]([O:3][C:4](=[O:34])[CH2:5][CH2:11][C:12]1[CH:17]=[CH:16][C:15]([CH:18]([CH3:32])[C:19]([C:25]2[CH:30]=[CH:29][N:28]=[C:27]([Cl:31])[CH:26]=2)([OH:24])[C:20]([F:21])([F:23])[F:22])=[C:14]([Cl:33])[CH:13]=1)[CH3:2] |f:1.2|. Reported procedure: To a mixture of 2-{3-chloro-4-[2-(2-chloro-pyridin-4-yl)-3,3,3-trifluoro-2-hydroxy-1-methyl-propyl]-benzyl}-malonic acid diethyl ester (214 mg) and NaCl (29 mg) in DMSO (4 mL) was added a small amount of water (0.011 mL). The mixture was then heated to 140° C. for 7 days. The mixture was poured into water and extracted with ethyl acetate. The organic extracts were washed with brine, dried over Na2SO4 and evaporated. The residue was purified by flash chromatography (silica gel, gradient of ethyl ... Reactants: CC(C)(C)c1cc(C[n+]2ccccc2)cc(C(C)(C)C)c1O, CC(=O)CC(C)=O, CCO, [Cl-], [Na+], [OH-], O. Yields the product CC(=O)C(Cc1cc(C(C)(C)C)c(O)c(C(C)(C)C)c1)C(C)=O. As a reaction SMILES: [C:11]([CH3:12])([CH3:13])([CH3:14])[c:15]1[cH:16][c:17]([CH2:18][n+:19]2[cH:20][cH:21][cH:22][cH:23][cH:24]2)[cH:25][c:26]([C:29]([CH3:30])([CH3:31])[CH3:32])[c:27]1[OH:28].[C:1]([CH3:2])(=[O:3])[CH2:4][C:5]([CH3:6])=[O:7].[CH3:34][CH2:35][OH:36].[Cl-:10].[Na+:9].[OH-:8].[OH2:33]>>[C:1]([CH3:2])(=[O:3])[CH:4]([C:5]([CH3:6])=[O:7])[CH2:18][c:17]1[cH:16][c:15]([C:11]([CH3:12])([CH3:13])[CH3:14])[c:27]([OH:28])[c:26]([C:29]([CH3:30])([CH3:31])[CH3:32])[cH:25]1.